The task is: describe an organic reaction: reactants, conditions, products, and yield. This data is from the Open Reaction Database (ORD), a public repository of structured organic reaction records. Starting materials: O (H2O), ClCC=1N=C(OC1)C=1C=C(C=CC1)C1=NC2=C(NC(C1)=O)C=C(C=C2)N2C=CC=C2 (4-[3-(4-chloromethyl-oxazol-2-yl)-phenyl]-8-pyrrol-1-yl-1,3-dihydro-benzo[b][1,4]diazepin-2-one), solution, CNC (dimethylamine). Run in CCO (EtOH). Reaction conditions: temperature 20 celsius, time 16 hour. Yields the product CN(C)CC=1N=C(OC1)C=1C=C(C=CC1)C1=NC2=C(NC(C1)=O)C=C(C=C2)N2C=CC=C2 (4-[3-(4-Dimethylaminomethyl-oxazol-2-yl)-phenyl]-8-pyrrol-1-yl-1,3-dihydro-benzo[b][1,4]diazepin-2-one). As a reaction SMILES: Cl[CH2:2][C:3]1[N:4]=[C:5]([C:8]2[CH:9]=[C:10]([C:14]3[CH2:20][C:19](=[O:21])[NH:18][C:17]4[CH:22]=[C:23]([N:26]5[CH:30]=[CH:29][CH:28]=[CH:27]5)[CH:24]=[CH:25][C:16]=4[N:15]=3)[CH:11]=[CH:12][CH:13]=2)[O:6][CH:7]=1.[CH3:31][NH:32][CH3:33].O>CCO>[CH3:31][N:32]([CH2:2][C:3]1[N:4]=[C:5]([C:8]2[CH:9]=[C:10]([C:14]3[CH2:20][C:19](=[O:21])[NH:18][C:17]4[CH:22]=[C:23]([N:26]5[CH:30]=[CH:29][CH:28]=[CH:27]5)[CH:24]=[CH:25][C:16]=4[N:15]=3)[CH:11]=[CH:12][CH:13]=2)[O:6][CH:7]=1)[CH3:33]. Reported procedure: A mixture of 4-[3-(4-chloromethyl-oxazol-2-yl)-phenyl]-8-pyrrol-1-yl-1,3-dihydro-benzo[b][1,4]diazepin-2-one (Example 78a) (125 mg) and KI (5 mg) in a 5.6M solution of dimethylamine in EtOH (1.5 mL) was stirred at 20° C. for 16 h. H2O (20 mL) was added and the precipitate was collected by filtration and purified by chromatography on silica gel using MeOH as eluent. The product was stirred with 20% aqueous MeOH (10 mL) the pH of the mixture being set to 11 by addition of 1N NaOH solution, and the...